Dataset: the Open Reaction Database (ORD), a public repository of structured organic reaction records. Task: describe an organic reaction: reactants, conditions, products, and yield Reactants: N1=C(Cl)N=C(Cl)N=C1Cl (Cyanuric chloride), C1(=CC=C(C=C1)C(=O)NC1=CC=C(C=C1)/C=C/C(=O)O)C1=CC=CC=C1 ((E)-3-[4-[([1,1′-biphenyl]-4-ylcarbonyl)amino]phenyl]-2-propenic acid). Solvent: CN(C=O)C (dimethylformamide). Reaction conditions: time 1 hour. Product: C(#N)/C=C/C1=CC=C(C=C1)NC(=O)C1=CC=C(C=C1)C1=CC=CC=C1 (N-[4-[(E)-2-Cyanoethenyl]phenyl][1,1′-biphenyl]-4-carboxamide). The yield is 65.8%. RXN SMILES: [N:1]1C(Cl)=NC(Cl)=NC=1Cl.[C:10]1([C:30]2[CH:35]=[CH:34][CH:33]=[CH:32][CH:31]=2)[CH:15]=[CH:14][C:13]([C:16]([NH:18][C:19]2[CH:24]=[CH:23][C:22](/[CH:25]=[CH:26]/[C:27](O)=O)=[CH:21][CH:20]=2)=[O:17])=[CH:12][CH:11]=1>CN(C)C=O>[C:27](/[CH:26]=[CH:25]/[C:22]1[CH:23]=[CH:24][C:19]([NH:18][C:16]([C:13]2[CH:14]=[CH:15][C:10]([C:30]3[CH:35]=[CH:34][CH:33]=[CH:32][CH:31]=3)=[CH:11][CH:12]=2)=[O:17])=[CH:20][CH:21]=1)#[N:1]. Procedure details: Cyanuric chloride (727 mg, 3.94 mmol) was added to a dimethylformamide suspension of (E)-3-[4-[([1,1′-biphenyl]-4-ylcarbonyl)amino]phenyl]-2-propenic acid (900 mg, 2.63 mmol) obtained in Reference Example 74 at room temperature, which was stirred for 1 hour. After the solvent was distilled out under reduced pressure, the residue was dissolved in chloroform, which was washed with saturated aqueous sodium chloride solution, dried over anhydrous sodium sulfate, and then the solvent was stilled out ...